From a dataset of the Open Reaction Database (ORD), a public repository of structured organic reaction records. describe an organic reaction: reactants, conditions, products, and yield Starting materials: CC(C)(C)OC(=O)N(C(=O)OC(C)(C)C)C(CCC(CN)c1cccc(F)c1F)C(=O)O, CC(=O)O[BH-](OC(C)=O)OC(C)=O, O=C([O-])O, CC(=O)O, O=Cc1nccs1, CCN(C(C)C)C(C)C, ClCCCl, ClCCl, [Na+], [Na+]. The product is CC(C)(C)OC(=O)N(C(=O)OC(C)(C)C)C1CCC(c2cccc(F)c2F)CN(Cc2nccs2)C1=O. Reaction SMILES: [C:1]([CH3:2])([CH3:3])([CH3:4])[O:5][C:6](=[O:7])[N:8]([CH:9]([CH2:10][CH2:11][CH:12]([CH2:13][NH2:14])[c:15]1[c:16]([F:22])[c:17]([F:21])[cH:18][cH:19][cH:20]1)[C:23](=[O:24])[OH:25])[C:26](=[O:27])[O:28][C:29]([CH3:30])([CH3:31])[CH3:32].[C:44]([O:45][BH-:46]([O:47][C:48](=[O:49])[CH3:50])[O:51][C:52](=[O:53])[CH3:54])(=[O:55])[CH3:56].[C:71](=[O:72])([OH:73])[O-:74].[CH3:40][C:41](=[O:42])[OH:43].[CH:33](=[O:34])[c:35]1[s:36][cH:37][cH:38][n:39]1.[CH:58]([N:59]([CH:60]([CH3:61])[CH3:62])[CH2:63][CH3:64])([CH3:65])[CH3:66].[Cl:67][CH2:68][CH2:69][Cl:70].[Cl:76][CH2:77][Cl:78].[Na+:57].[Na+:75]>>[C:1]([CH3:2])([CH3:3])([CH3:4])[O:5][C:6](=[O:7])[N:8]([CH:9]1[CH2:10][CH2:11][CH:12]([c:15]2[c:16]([F:22])[c:17]([F:21])[cH:18][cH:19][cH:20]2)[CH2:13][N:14]([CH2:33][c:35]2[s:36][cH:37][cH:38][n:39]2)[C:23]1=[O:25])[C:26](=[O:27])[O:28][C:29]([CH3:30])([CH3:31])[CH3:32]. Reactants: [H-].[Na+] (sodium hydride), O=C(CP(OC)(OC)=O)CCCCC (dimethyl 2-oxoheptylphosphonate), C(C)OC(COC\C=C/CN1[C@H](CCC1=O)C=O)=O ([(Z)-4-((R)-2-formyl-5-oxo-pyrrolidin-1-yl)-but-2-enyloxy]-acetic acid ethyl ester). The solvent is COCCOC (1,2-dimethoxyethane), COCCOC (1,2-dimethoxyethane). Run at time 1 hour. Yields the product C(C)OC(COC\C=C/CN1C(CC[C@@H]1\C=C\C(CCCCC)=O)=O)=O ({(Z)-4-[(R)-2-oxo-5-((E)-3-oxo-oct-1-enyl)-pyrrolidin-1-yl]-but-2-enyloxy}-acetic acid ethyl ester). As a reaction SMILES: [H-].[Na+].[O:3]=[C:4]([CH2:12][CH2:13][CH2:14][CH2:15][CH3:16])[CH2:5]P(=O)(OC)OC.[CH2:17]([O:19][C:20](=[O:35])[CH2:21][O:22][CH2:23]/[CH:24]=[CH:25]\[CH2:26][N:27]1[C:31](=[O:32])[CH2:30][CH2:29][C@@H:28]1[CH:33]=O)[CH3:18]>COCCOC>[CH2:17]([O:19][C:20](=[O:35])[CH2:21][O:22][CH2:23]/[CH:24]=[CH:25]\[CH2:26][N:27]1[C@@H:28](/[CH:33]=[CH:5]/[C:4](=[O:3])[CH2:12][CH2:13][CH2:14][CH2:15][CH3:16])[CH2:29][CH2:30][C:31]1=[O:32])[CH3:18] |f:0.1|. Procedure: To a solution of sodium hydride (95%, 0.02 g, 0.78 mmol) in 10 mL of anhydrous 1,2-dimethoxyethane at 0° C. under a nitrogen atmosphere was added dimethyl 2-oxoheptylphosphonate (0.17 mL, 0.78 mmol), and the reaction was stirred for 1 hour. A solution of [(Z)-4-((R)-2-formyl-5-oxo-pyrrolidin-1-yl)-but-2-enyloxy]-acetic acid ethyl ester (0.21 g, 0.78 mmol) in 2 mL anhydrous 1,2-dimethoxyethane was added. The reaction was allowed to come to room temperature, stirred for 3 hours and then quenched w... The reactants are C(#N)C1=CC=C(C2=CC=CC=C12)CN1C(=NC2=C1C(=C(C=C2)OC2CCN(CC2)C(=O)OC(C)(C)C)[N+](=O)[O-])C(C)C (1-(4-Cyanonaphth-1-yl)methyl-2-isopropyl-7-nitro-6-(N-(tert-butoxycarbonyl)piperidin-4-yloxy)benzimidazole), O.O.[Sn](Cl)Cl (tin (II) chloride dihydrate). Solvent: N1=CC=CC=C1 (pyridine), N1=CC=CC=C1 (pyridine). Conditions: temperature 50 celsius. Product: ethyl acetate hexanes, C(#N)C1=CC=C(C2=CC=CC=C12)CN1C(=NC2=C1C(=C(C=C2)OC2CCN(CC2)C(=O)OC(C)(C)C)N)C(C)C (1-(4-cyanonaphth-1-yl)methyl-2-isopropyl-7-amino-6-(N-(tert-butoxycarbonyl)piperidin-4-yloxy)benzimidazole). Yield: 66.9%. RXN SMILES: [C:1]([C:3]1[C:12]2[C:7](=[CH:8][CH:9]=[CH:10][CH:11]=2)[C:6]([CH2:13][N:14]2[C:18]3[C:19]([N+:37]([O-])=O)=[C:20]([O:23][CH:24]4[CH2:29][CH2:28][N:27]([C:30]([O:32][C:33]([CH3:36])([CH3:35])[CH3:34])=[O:31])[CH2:26][CH2:25]4)[CH:21]=[CH:22][C:17]=3[N:16]=[C:15]2[CH:40]([CH3:42])[CH3:41])=[CH:5][CH:4]=1)#[N:2].O.O.[Sn](Cl)Cl>N1C=CC=CC=1>[C:1]([C:3]1[C:12]2[C:7](=[CH:8][CH:9]=[CH:10][CH:11]=2)[C:6]([CH2:13][N:14]2[C:18]3[C:19]([NH2:37])=[C:20]([O:23][CH:24]4[CH2:25][CH2:26][N:27]([C:30]([O:32][C:33]([CH3:34])([CH3:35])[CH3:36])=[O:31])[CH2:28][CH2:29]4)[CH:21]=[CH:22][C:17]=3[N:16]=[C:15]2[CH:40]([CH3:42])[CH3:41])=[CH:5][CH:4]=1)#[N:2] |f:1.2.3|. Procedure: 1-(4-Cyanonaphth-1-yl)methyl-2-isopropyl-7-nitro-6-(N-(tert-butoxycarbonyl)piperidin-4-yloxy)benzimidazole (12 g, 21 mmoL, 1 eq.) was dissolved in 400 mL dry pyridine and to this was added tin (II) chloride dihydrate (71 g, 315 mmoL, 15 eq.) which formed a finely divided suspension. The slurry was heated to 50° C. for 14 hours. The pyridine was stripped off, and the salts triturated in 1 L ethyl acetate. The salts were removed by filtration through Celite and the filtrate was concentrated to giv... As a reaction SMILES: [NH2:1][C:2]([CH2:8][CH3:9])=[CH:3][C:4]([O:6][CH3:7])=[O:5].[F:10][C:11]1[CH:18]=[CH:17][C:14]([CH:15]=O)=[CH:13][C:12]=1[I:19].[O:20]1[CH2:25][C:24](=O)[CH2:23][C:22](=[O:27])[CH2:21]1>C(O)C>[CH2:8]([C:2]1[NH:1][C:24]2[CH2:25][O:20][CH2:21][C:22](=[O:27])[C:23]=2[CH:15]([C:14]2[CH:17]=[CH:18][C:11]([F:10])=[C:12]([I:19])[CH:13]=2)[C:3]=1[C:4]([O:6][CH3:7])=[O:5])[CH3:9]. Starting materials: NC(=CC(=O)OC)CC (methyl 3-amino-2-pentenoate), FC1=C(C=C(C=O)C=C1)I (4-Fluoro-3-iodobenzaldehyde), O1CC(CC(C1)=O)=O (2H-pyran-3,5(4H,6H)-dione). Procedure details: The product from Example 11A (1.4 g, 11 mmol), the product from Example 2C (2.9 g, 11 mmol) and the product from Example 1C (1.0 g, 8.8 mmol) were taken up in ethanol (15 mL), heated at 80° C. for 24 hours, stirred at ambient temperature for 36 hours and concentrated. The residue was purified by chromatography on silica gel eluting with 2% methanol in dichloromethane to provide the title compound. The solvent is C(C)O (ethanol). Product: C(C)C1=C(C(C2=C(N1)COCC2=O)C2=CC(=C(C=C2)F)I)C(=O)OC (methyl 2-ethyl-4-(4-fluoro-3-iodophenyl)-5-oxo-4,5,6,8-tetrahydro-1H-pyrano[3,4-b]pyridin-3-carboxylate). Reaction conditions: temperature 80 celsius, time 36 hour. Reactants: BrCCOC1=CC=C(C=C1)O (4-(2-bromoethoxy)phenol), CNCC1=CC=CC=C1 (N-methyl-1-phenylmethanamine), C(C)(C)N(CC)C(C)C (diisopropylethylamine). Run in C(C)#N (acetonitrile). Conditions: temperature 60 celsius, time 12 hour. Product: C(C1=CC=CC=C1)N(CCOC1=CC=C(C=C1)O)C (4-(2-(benzyl(methyl)amino)ethoxy)phenol). Yield: 67.0%. RXN SMILES: Br[CH2:2][CH2:3][O:4][C:5]1[CH:10]=[CH:9][C:8]([OH:11])=[CH:7][CH:6]=1.[CH3:12][NH:13][CH2:14][C:15]1[CH:20]=[CH:19][CH:18]=[CH:17][CH:16]=1.C(N(C(C)C)CC)(C)C>C(#N)C>[CH2:14]([N:13]([CH3:12])[CH2:2][CH2:3][O:4][C:5]1[CH:10]=[CH:9][C:8]([OH:11])=[CH:7][CH:6]=1)[C:15]1[CH:20]=[CH:19][CH:18]=[CH:17][CH:16]=1. Procedure: Compound 8a (0.25 g, 1.15 mmol) and N-methyl-1-phenylmethanamine (0.18 g, 1.38 mmol) were stirred in acetonitrile (12.0 mL) for 20 mins before diisopropylethylamine was added (0.40 mL, 2.30 mmol) dropwise. After the addition was complete, the reaction was stirred at 60° C. for 12 hours and monitored by TLC. The reaction mixture was concentrated, purified by column chromatography to isolate the compound 8 as a brownish oil (0.20 g, 0.77 mmol, 67% yield). MS (ESI, positive) m/z calcd. for C16H20NO... The reactants are FC(C(=O)O)(F)F (trifluoroacetic acid), C(C)(C)(C)OC(=O)N1C2=C(C(CCC1)N(C1=NN=NN1)CC1=CC(=CC(=C1)C(F)(F)F)C(F)(F)F)C=C(C(=C2)C(F)(F)F)C (5-[(3,5-bis-trifluoromethyl-benzyl)-(1H-tetrazol-5-yl)-amino]-7-methyl-8-trifluoromethyl-2,3,4,5-tetrahydro-benzo[b]azepine-1-carboxylic acid tert-butyl ester), C([O-])([O-])=O.[Na+].[Na+] (sodium carbonate). Solvent: ClCCl (dichloromethane). Run at time 1.5 hour. The product is FC(C=1C=C(CN(C2=NN=NN2)C2C3=C(NCCC2)C=C(C(=C3)C)C(F)(F)F)C=C(C1)C(F)(F)F)(F)F ((3,5-Bis-trifluoromethyl-benzyl)-(7-methyl-8-trifluoromethyl-2,3,4,5-tetrahydro-1H-benzo[b]azepin-5-yl)-(1H-tetrazol-5-yl)-amine). Yield: 100.6%. As a reaction SMILES: FC(F)(F)C(O)=O.C(OC([N:15]1[CH2:21][CH2:20][CH2:19][CH:18]([N:22]([CH2:28][C:29]2[CH:34]=[C:33]([C:35]([F:38])([F:37])[F:36])[CH:32]=[C:31]([C:39]([F:42])([F:41])[F:40])[CH:30]=2)[C:23]2[NH:27][N:26]=[N:25][N:24]=2)[C:17]2[CH:43]=[C:44]([CH3:51])[C:45]([C:47]([F:50])([F:49])[F:48])=[CH:46][C:16]1=2)=O)(C)(C)C.C(=O)([O-])[O-].[Na+].[Na+]>ClCCl>[F:42][C:39]([F:40])([F:41])[C:31]1[CH:30]=[C:29]([CH:34]=[C:33]([C:35]([F:36])([F:37])[F:38])[CH:32]=1)[CH2:28][N:22]([CH:18]1[CH2:19][CH2:20][CH2:21][NH:15][C:16]2[CH:46]=[C:45]([C:47]([F:48])([F:49])[F:50])[C:44]([CH3:51])=[CH:43][C:17]1=2)[C:23]1[NH:27][N:26]=[N:25][N:24]=1 |f:2.3.4|. Reported procedure: Add dichloromethane (5 mL) and trifluoroacetic acid (5 mL) to 5-[(3,5-bis-trifluoromethyl-benzyl)-(1H-tetrazol-5-yl)-amino]-7-methyl-8-trifluoromethyl-2,3,4,5-tetrahydro-benzo[b]azepine-1-carboxylic acid tert-butyl ester (0.18 g, 0.24 mmol). After stirring for 1-2 h, neutralize the reaction with sodium carbonate. Wash the organic phase with water (5 mL) and brine (5 mL). Dry the organics over sodium sulfate and filter. Chromatograph the crude material, eluting with ethyl acetate/hexane (20-60%) ...